describe an organic reaction: reactants, conditions, products, and yield From a dataset of the Open Reaction Database (ORD), a public repository of structured organic reaction records. Starting materials: CON(C(=O)CC1(CC1)CC(=O)O)C ({1-[(methoxy-methyl-carbamoyl)-methyl]-cyclopropyl}-acetic acid), C[Li] (methyllithium). Run in C1CCOC1 (THF). Conditions: time 2 hour. The product is O=C(CC1(CC1)CC(=O)O)C ([1-(2-Oxo-propyl)-cyclopropyl]-acetic acid). As a reaction SMILES: CON(C)[C:4]([CH2:6][C:7]1([CH2:10][C:11]([OH:13])=[O:12])[CH2:9][CH2:8]1)=[O:5].[CH3:15][Li]>C1COCC1>[O:5]=[C:4]([CH3:15])[CH2:6][C:7]1([CH2:10][C:11]([OH:13])=[O:12])[CH2:8][CH2:9]1. Reported procedure: To a solution of 3.6 g crude {1-[(methoxy-methyl-carbamoyl)-methyl]-cyclopropyl}-acetic acid (18 mmole) in 54 ml of THF are added 24.5 ml of methyllithium (1.6 M solution in diethyl ether, 39.2 mmole, 2.2 eq) at <−75° C. Stirring is continued for 2 hours, then the mixture is quenched by addition of 2 ml of methanol and warmed to room temperature. 54 ml of water are added and the phases are separated. The aqueous product phase is washed with 27 ml of methyl tert-butyl ether, acidified to pH 2.5 b... Starting materials: NC=1C=NC=CC1 (3-Aminopyridine), [N+](=O)([O-])C1=CC=C(C(=O)Cl)C=C1 (4-nitrobenzoyl chloride), N1=CC=CC=C1 (pyridine). The solvent is C(C)O (ethanol). Yields the product NC1=CC=C(C(=O)N2CC(=CC=C2)N)C=C1 (N-(p-aminobezoyl) -3-aminopyridine). As a reaction SMILES: [NH2:1][C:2]1[CH:3]=[N:4][CH:5]=[CH:6][CH:7]=1.[N+:8]([C:11]1[CH:19]=[CH:18][C:14]([C:15](Cl)=[O:16])=[CH:13][CH:12]=1)([O-])=O.N1C=CC=CC=1>C(O)C>[NH2:8][C:11]1[CH:19]=[CH:18][C:14]([C:15]([N:4]2[CH:5]=[CH:6][CH:7]=[C:2]([NH2:1])[CH2:3]2)=[O:16])=[CH:13][CH:12]=1. Procedure details: 3-Aminopyridine, 60, is first reacted with 4-nitrobenzoyl chloride in the presence of pyridine at 80° C. (step 1) and the product, 62, is subsequently hydrogenated in the presence of ethanol (step 2) to give N-(p-aminobezoyl) -3-aminopyridine, 64. In a separate reaction, 2,5-dimethyl-1,4-phenylenediamine, 66, is converted to 2,5-dimethyl-1,4-dinitrobenzene in a "reverse" Sandmeyer reaction with isoamyl nitrite and acetic acid (step 3), and subsequently treated with copper sulfate in the presence... Starting materials: NCCN1CCOCC1 (4-(2-aminoethyl)morpholine), OC1=CC=2C3=C(N(C2C=C1)C)C(CC3)=O (7-hydroxy-4-methyl-1,4-dihydrocyclopent[b]indol-3-one), NCCN1CCOCC1 (4-(2-aminoethyl)morpholine). Reagents/catalysts: CC([O-])C.[Ti+4].CC([O-])C.CC([O-])C.CC([O-])C (titanium isopropoxide), CC([O-])C.[Ti+4].CC([O-])C.CC([O-])C.CC([O-])C (titanium isopropoxide). Solvent: C(C)#N (acetonitrile). Run at time 2 hour. Product: CN1C2=C(C=3C=C(C=CC13)O)CCC2=NCCN2CCOCC2 (4-methyl-3-[2-(4-morpholinyl)ethyl]imino-1,2,3,4-tetrahydrocyclopent[b]indol-7-ol). Yield: 9.6%. As a reaction SMILES: [OH:1][C:2]1[CH:10]=[CH:9][C:8]2[N:7]([CH3:11])[C:6]3[C:12](=O)[CH2:13][CH2:14][C:5]=3[C:4]=2[CH:3]=1.[NH2:16][CH2:17][CH2:18][N:19]1[CH2:24][CH2:23][O:22][CH2:21][CH2:20]1>C(#N)C.CC(C)[O-].[Ti+4].CC(C)[O-].CC(C)[O-].CC(C)[O-]>[CH3:11][N:7]1[C:8]2[CH:9]=[CH:10][C:2]([OH:1])=[CH:3][C:4]=2[C:5]2[CH2:14][CH2:13][C:12](=[N:16][CH2:17][CH2:18][N:19]3[CH2:24][CH2:23][O:22][CH2:21][CH2:20]3)[C:6]1=2 |f:3.4.5.6.7|. Procedure details: To a stirred solution of 7-hydroxy-4-methyl-1,4-dihydrocyclopent[b]indol-3-one (8.00 g) in acetonitrile (125 ml) under nitrogen were added 4-(2-aminoethyl)morpholine (10.35 g) and titanium isopropoxide (22.60 g). The reaction was monitored by TLC and after two hours additional equivalents of 4-(2-aminoethyl)morpholine (5.17 g) and titanium isopropoxide (1 1.30 g) were added. Fourteen hours later the reaction was quenched with water (200 ml). EtOAc (200 ml) was added and the mixture stirred for f... Starting materials: C([O-])([O-])=O.[Cs+].[Cs+] (Cesium carbonate), NC1=CC=CC=C1 (aniline), C1(CCCCC1)P(C1=C(C=CC=C1)C1=C(C=C(C=C1C(C)C)C(C)C)C(C)C)C1CCCCC1 (2-dicyclohexylphosphino-2′,4′,6′-triisopropylbiphenyl), BrC1=CC(=C(C(=O)OC(C)(C)C)C=C1)NC(=O)C=1C=NC=C(C1)C1=CC=CC=C1 (tert-butyl 4-bromo-2-(5-phenylpyridine-3-carboxamido)benzoate), aqueous solution, C(CC(O)(C(=O)O)CC(=O)O)(=O)O (citric acid). The reagents and catalysts are C=1C=CC(=CC1)/C=C/C(=O)/C=C/C2=CC=CC=C2.C=1C=CC(=CC1)/C=C/C(=O)/C=C/C2=CC=CC=C2.C=1C=CC(=CC1)/C=C/C(=O)/C=C/C2=CC=CC=C2.[Pd].[Pd] (tris(dibenzylideneacetone)dipalladium(0)), C(C)(=O)[O-].[Pd+2].C(C)(=O)[O-] (palladium(II) acetate). Run in C1(=CC=CC=C1)C (toluene), C(C)(=O)OCC (ethyl acetate). The product is N(C1=CC=CC=C1)C1=CC(=C(C(=O)OC(C)(C)C)C=C1)NC(=O)C=1C=NC=C(C1)C1=CC=CC=C1 (tert-butyl 4-anilino-2-(5-phenylpyridine-3-carboxamido)benzoate). As a reaction SMILES: C(=O)([O-])[O-].[Cs+].[Cs+].[NH2:7][C:8]1[CH:13]=[CH:12][CH:11]=[CH:10][CH:9]=1.C1(P(C2CCCCC2)C2C=CC=CC=2C2C(C(C)C)=CC(C(C)C)=CC=2C(C)C)CCCCC1.Br[C:49]1[CH:61]=[CH:60][C:52]([C:53]([O:55][C:56]([CH3:59])([CH3:58])[CH3:57])=[O:54])=[C:51]([NH:62][C:63]([C:65]2[CH:66]=[N:67][CH:68]=[C:69]([C:71]3[CH:76]=[CH:75][CH:74]=[CH:73][CH:72]=3)[CH:70]=2)=[O:64])[CH:50]=1.C(O)(=O)CC(CC(O)=O)(C(O)=O)O>C1C=CC(/C=C/C(/C=C/C2C=CC=CC=2)=O)=CC=1.C1C=CC(/C=C/C(/C=C/C2C=CC=CC=2)=O)=CC=1.C1C=CC(/C=C/C(/C=C/C2C=CC=CC=2)=O)=CC=1.[Pd].[Pd].C([O-])(=O)C.[Pd+2].C([O-])(=O)C.C(OCC)(=O)C.C1(C)C=CC=CC=1>[NH:7]([C:49]1[CH:61]=[CH:60][C:52]([C:53]([O:55][C:56]([CH3:58])([CH3:57])[CH3:59])=[O:54])=[C:51]([NH:62][C:63]([C:65]2[CH:66]=[N:67][CH:68]=[C:69]([C:71]3[CH:76]=[CH:75][CH:74]=[CH:73][CH:72]=3)[CH:70]=2)=[O:64])[CH:50]=1)[C:8]1[CH:13]=[CH:12][CH:11]=[CH:10][CH:9]=1 |f:0.1.2,7.8.9.10.11,12.13.14|. Reported procedure: Cesium carbonate (0.14 g), aniline (0.030 mL), tris(dibenzylideneacetone)dipalladium(0) (2 mg), palladium(II) acetate (1 mg), and 2-dicyclohexylphosphino-2′,4′,6′-triisopropylbiphenyl (5 mg) were added to a toluene (2.5 mL) solution of tert-butyl 4-bromo-2-(5-phenylpyridine-3-carboxamido)benzoate (0.10 g), followed by heating to reflux under a nitrogen atmosphere for 1 hour and 10 minutes. The reaction mixture was cooled to room temperature, and then ethyl acetate and a 10% aqueous solution of c...